From a dataset of the Open Reaction Database (ORD), a public repository of structured organic reaction records. describe an organic reaction: reactants, conditions, products, and yield RXN SMILES: [I:1][C:2]1[C:7]2[C:8](=[O:25])[N:9]3[CH2:24][CH2:23][C@H:10]3[C:11]3[N:12]([CH:13]=[N:14][C:15]=3[C:16]([O:18][C:19]([CH3:22])(C)[CH3:20])=[O:17])[C:6]=2[CH:5]=[CH:4][CH:3]=1.[CH:26]1(O)[CH2:31]CCC[CH2:27]1>CCO.CCO.CCO.CCO.[Ti].[F-].[K+]>[I:1][C:2]1[C:7]2[C:8](=[O:25])[N:9]3[CH2:24][CH2:23][C@H:10]3[C:11]3[N:12]([CH:13]=[N:14][C:15]=3[C:16]([O:18][CH:19]3[CH2:20][CH2:31][CH2:26][CH2:27][CH2:22]3)=[O:17])[C:6]=2[CH:5]=[CH:4][CH:3]=1 |f:2.3.4.5.6,7.8|. The solvent is [F-].[K+] (potassium fluoride). Yields the product IC1=CC=CC2=C1C(N1[C@H](C=3N2C=NC3C(=O)OC3CCCCC3)CC1)=O (cyclohexyl (S)-12,12a-dihydro-8-iodo-9-oxo-9H,11H-azeto[2,1-c]imidazo[1,5-a][1,4]benzodiazepine-1-carboxylate). Reagents/catalysts: CCO.CCO.CCO.CCO.[Ti] (tetraethyl orthotitanate). Reactants: IC1=CC=CC2=C1C(N1[C@H](C=3N2C=NC3C(=O)OC(C)(C)C)CC1)=O (tert.butyl (S)-12,12a-dihydro-8-iodo-9-oxo-9H,11H-azeto[2,1-c]imidazo[1,5-a][1,4]benzodiazepine-1-carboxylate), C1(CCCCC1)O (cyclohexanol). Procedure details: 12 g (26.6 mmol) of tert.butyl (S)-12,12a-dihydro-8-iodo-9-oxo-9H,11H-azeto[2,1-c]imidazo[1,5-a][1,4]benzodiazepine-1-carboxylate, 70 ml (660 mmol) of cyclohexanol and 2 g (8 mmol) of tetraethyl orthotitanate are stirred at 120° overnight, the solution is evaporated to dryness and the residue is taken up in chloroform. The solution obtained is stirred for 0.5 hour with 120 ml of a saturated potassium fluoride solution, the resulting emulsion is filtered through siliceous earth, the organic phase...